This data is from the Open Reaction Database (ORD), a public repository of structured organic reaction records. The task is: describe an organic reaction: reactants, conditions, products, and yield Reported procedure: A mixture of 1-(2-(2-(2,5-dichloropyrimidin-4-yl)ethyl)phenyl)cyclopropanecarboxamide A14 (0.080 g, 0.24 mmol), tert-butyl 1-(4-aminophenyl)ethylcarbamate (0.067 g, 0.29 mmol), Xantphos (0.0057 g, 0.010 mmol) and Cs2CO3 (0.23 g, 0.71 mmol) in 1,4-dioxane (4 mL) was bubbled with nitrogen for 10 minutes. Palladium(II) acetate (0.0010 g, 0.0045 mmol) was added and the mixture was heated at 120° C. under microwave irradiation for 25 minutes. The mixture was partitioned between water and EtOAc. The l... Run at temperature 120 celsius. Run in O1CCOCC1 (1,4-dioxane). The product is C(N)(=O)C1(CC1)C1=C(CCC2=NC(=NC=C2Cl)NC2=CC=C(C=C2)C(C)NC(OC(C)(C)C)=O)C=CC=C1 (tert-Butyl (1-(4-((4-(2-(1-carbamoylcyclopropyl)phenethyl)-5-chloropyrimidin-2-yl)amino)phenyl)ethyl)carbamate). The reagents and catalysts are C(C)(=O)[O-].[Pd+2].C(C)(=O)[O-] (Palladium(II) acetate). Starting materials: ClC1=NC=C(C(=N1)CCC1=C(C=CC=C1)C1(CC1)C(=O)N)Cl (1-(2-(2-(2,5-dichloropyrimidin-4-yl)ethyl)phenyl)cyclopropanecarboxamide), NC1=CC=C(C=C1)C(C)NC(OC(C)(C)C)=O (tert-butyl 1-(4-aminophenyl)ethylcarbamate), CC1(C2=C(C(=CC=C2)P(C3=CC=CC=C3)C4=CC=CC=C4)OC5=C(C=CC=C51)P(C6=CC=CC=C6)C7=CC=CC=C7)C (Xantphos), C(=O)([O-])[O-].[Cs+].[Cs+] (Cs2CO3). RXN SMILES: Cl[C:2]1[N:7]=[C:6]([CH2:8][CH2:9][C:10]2[CH:15]=[CH:14][CH:13]=[CH:12][C:11]=2[C:16]2([C:19]([NH2:21])=[O:20])[CH2:18][CH2:17]2)[C:5]([Cl:22])=[CH:4][N:3]=1.[NH2:23][C:24]1[CH:29]=[CH:28][C:27]([CH:30]([NH:32][C:33](=[O:39])[O:34][C:35]([CH3:38])([CH3:37])[CH3:36])[CH3:31])=[CH:26][CH:25]=1.CC1(C)C2C(=C(P(C3C=CC=CC=3)C3C=CC=CC=3)C=CC=2)OC2C(P(C3C=CC=CC=3)C3C=CC=CC=3)=CC=CC1=2.C([O-])([O-])=O.[Cs+].[Cs+]>O1CCOCC1.C([O-])(=O)C.[Pd+2].C([O-])(=O)C>[C:19]([C:16]1([C:11]2[CH:12]=[CH:13][CH:14]=[CH:15][C:10]=2[CH2:9][CH2:8][C:6]2[C:5]([Cl:22])=[CH:4][N:3]=[C:2]([NH:23][C:24]3[CH:29]=[CH:28][C:27]([CH:30]([NH:32][C:33](=[O:39])[O:34][C:35]([CH3:38])([CH3:37])[CH3:36])[CH3:31])=[CH:26][CH:25]=3)[N:7]=2)[CH2:18][CH2:17]1)(=[O:20])[NH2:21] |f:3.4.5,7.8.9|. Yield: 12.0%. Starting materials: N([C@@H](CCC(N)=O)C(=O)N[C@@H](CC(OC(C)(C)C)=O)C(=O)N[C@@H](CC1=CC=CC=C1)C(=O)OC)C(=O)OCC1=CC=CC=C1 (Z-Gln-Asp(OtBu)-Phe-OCH3), [H][H] (hydrogen), Cl (hydrogen chloride), O1CCOCC1 (dioxane). Reagents/catalysts: [Pd] (palladium on charcoal). The product is N[C@@H](CCC(N)=O)C(=O)N[C@@H](CC(OC(C)(C)C)=O)C(=O)N[C@@H](CC1=CC=CC=C1)C(=O)OC.Cl (H-Gln-Asp(OtBu)-Phe-OCH3.HCl). RXN SMILES: [NH:1](C(OCC1C=CC=CC=1)=O)[C@H:2]([C:8]([NH:10][C@H:11]([C:20]([NH:22][C@H:23]([C:31]([O:33][CH3:34])=[O:32])[CH2:24][C:25]1[CH:30]=[CH:29][CH:28]=[CH:27][CH:26]=1)=[O:21])[CH2:12][C:13](=[O:19])[O:14][C:15]([CH3:18])([CH3:17])[CH3:16])=[O:9])[CH2:3][CH2:4][C:5](=[O:7])[NH2:6].[H][H].[ClH:47].O1CCOCC1>[Pd]>[NH2:1][C@H:2]([C:8]([NH:10][C@H:11]([C:20]([NH:22][C@H:23]([C:31]([O:33][CH3:34])=[O:32])[CH2:24][C:25]1[CH:30]=[CH:29][CH:28]=[CH:27][CH:26]=1)=[O:21])[CH2:12][C:13](=[O:19])[O:14][C:15]([CH3:16])([CH3:18])[CH3:17])=[O:9])[CH2:3][CH2:4][C:5](=[O:7])[NH2:6].[ClH:47] |f:5.6|. Procedure details: 4.4 g of Z-Gln-Asp(OtBu)-Phe-OCH3 are decarbobenzoxylated with hydrogen at room temperature in a duck-shaped shaking flask after adding 2.4 ml of hydrogen chloride in dioxane (3.0 N, 7.2 mmols) amd 900 mg of 10% strength palladium on charcoal catalyst. After completion of the hydrogen uptake the mixture is filtered and the filtrate evaporated to dryness in vacuo. The yellowish solid residue is twice triturated with ether and used for the next step without further purification. Starting materials: ClC1=C(C(N(C=C1)CC)=O)[N+](=O)[O-] (4-chloro-1-ethyl-3-nitro-1H-pyridin-2-one), N (ammonia). Run in C1CCOC1 (THF). Product: NC1=C(C(N(C=C1)CC)=O)[N+](=O)[O-] (4-amino-1-ethyl-3-nitro-1H-pyridin-2-one). The yield is 75.1%. RXN SMILES: Cl[C:2]1[CH:7]=[CH:6][N:5]([CH2:8][CH3:9])[C:4](=[O:10])[C:3]=1[N+:11]([O-:13])=[O:12].[NH3:14]>C1COCC1>[NH2:14][C:2]1[CH:7]=[CH:6][N:5]([CH2:8][CH3:9])[C:4](=[O:10])[C:3]=1[N+:11]([O-:13])=[O:12]. Procedure details: A solution of 4-chloro-1-ethyl-3-nitro-1H-pyridin-2-one (1.40 g, 6.91 mmol) and 28% aqueous ammonia (6.92 g, 55.3 mmol) in THF (30 mL) was stirred at room temperature for 17 h. The solvent was evaporated under reduced pressure and water was added to the residue. The resulting precipitate was filtered and washed with water to give 4-amino-1-ethyl-3-nitro-1H-pyridin-2-one (0.95 g, 75% yield). 1H-NMR (DMSO): δ, 8.03 (m, 2H), 7.57 (d, 1H, J=7.2 Hz), 5.90 (d, 1H, J=7.2 Hz), 3.78 (q, 2H, J=7.2 Hz), 1.... Reactants: C(=Cc1ccccc1OCC1CO1)CCc1ccccc1OCc1ccccc1, CNC, C1CCOC1. Product: CN(C)CC(O)COc1ccccc1C=CCCc1ccccc1OCc1ccccc1. Reaction SMILES: [CH2:1]([c:2]1[cH:3][cH:4][cH:5][cH:6][cH:7]1)[O:8][c:9]1[c:10]([CH2:15][CH2:16][CH:17]=[CH:18][c:19]2[c:20]([O:21][CH2:22][CH:23]3[O:24][CH2:25]3)[cH:26][cH:27][cH:28][cH:29]2)[cH:11][cH:12][cH:13][cH:14]1.[CH3:30][NH:31][CH3:32].[O:33]1[CH2:34][CH2:35][CH2:36][CH2:37]1>>[CH2:1]([c:2]1[cH:3][cH:4][cH:5][cH:6][cH:7]1)[O:8][c:9]1[c:10]([CH2:15][CH2:16][CH:17]=[CH:18][c:19]2[c:20]([O:21][CH2:22][CH:23]([OH:24])[CH2:25][N:31]([CH3:30])[CH3:32])[cH:26][cH:27][cH:28][cH:29]2)[cH:11][cH:12][cH:13][cH:14]1. The reactants are BrC=1C(=NC=CC1)CC1(C(N(C2=CC=C(C=C12)C)CCC(C)C)=O)O (3-((3-bromopyridin-2-yl)methyl)-3-hydroxy-1-isopentyl-5-methylindolin-2-one), CC=1C=C2C(C(N(C2=CC1)CCC)=O)=O (5-methyl-1-propylindoline-2,3-dione), COC=1C=CC(=NC1)C (5-methoxy-2-methylpyridine). Yields the product OC1(C(N(C2=CC=C(C=C12)C)CCC)=O)CC1=NC=C(C=C1)OC (3-hydroxy-3-((5-methoxypyridin-2-yl)methyl)-5-methyl-1-propylindolin-2-one). As a reaction SMILES: Br[C:2]1[C:3]([CH2:8][C:9]2([OH:25])[C:17]3[C:12](=[CH:13][CH:14]=[C:15]([CH3:18])[CH:16]=3)[N:11]([CH2:19][CH2:20][CH:21](C)C)[C:10]2=[O:24])=[N:4][CH:5]=[CH:6][CH:7]=1.CC1C=C2C(=CC=1)N(CCC)[C:31](=[O:39])C2=O.COC1C=CC(C)=NC=1>>[OH:25][C:9]1([CH2:8][C:3]2[CH:2]=[CH:7][C:6]([O:39][CH3:31])=[CH:5][N:4]=2)[C:17]2[C:12](=[CH:13][CH:14]=[C:15]([CH3:18])[CH:16]=2)[N:11]([CH2:19][CH2:20][CH3:21])[C:10]1=[O:24]. Reported procedure: This compound was prepared in an analogous manner to 3-((3-bromopyridin-2-yl)methyl)-3-hydroxy-1-isopentyl-5-methylindolin-2-one using 5-methyl-1-propylindoline-2,3-dione and 5-methoxy-2-methylpyridine. 1H-NMR δ 8.3 (s, 1H), 7.20 (d, 1H), 7.08 (d, 1H), 6.98 (d, 1H), 6.73 (m, 2H), 4.2 (bs, OH), 3.92 (s, 3H), 3.61 (m, 2H), 3.23 (d, 1H), 3.12 (d, 1H), 2.62 (s, 3H), 1.70 (m, 2H), 0.97 (t, 3H). Calculated mass for C19H22N2O3, 326.16. Observed, 327.1 (M+1). The reactants are [Na] (Sodium), ClC1=C2NC=NC2=NC=N1 (6-Chloropurine), C(C=C)OCC=C.[Na] (sodium allyloxide). Solvent: C(C=C)O (allyl alcohol). Conditions: temperature 100 celsius. Product: C(C=C)OC1=C2NC=NC2=NC=N1 (6-Allyloxypurine). Isolated yield 48.0%. RXN SMILES: [Na].Cl[C:3]1[N:11]=[CH:10][N:9]=[C:8]2[C:4]=1[NH:5][CH:6]=[N:7]2.[CH2:12]([O:15]CC=C)[CH:13]=[CH2:14].[Na]>C(O)C=C>[CH2:12]([O:15][C:3]1[N:11]=[CH:10][N:9]=[C:8]2[C:4]=1[NH:5][CH:6]=[N:7]2)[CH:13]=[CH2:14] |f:2.3,^1:0,18|. Procedure details: Sodium (2.0 g, 86.96 mmol) was added to distilled allyl alcohol (35 ml) under nitrogen. 6-Chloropurine (1.0 g, 6.47 mmol) was dissolved in distilled allyl alcohol (35 ml) and the sodium allyloxide solution (33 ml) was added. The reaction was heated to 100° C. for 20 h, under nitrogen. After cooling, neutralisation of the reaction mixture, followed by recrystallisation of the residue from water, gave a white crystalline solid (550 mg, 48%), m.p. 199-200° C.; (Found: C, 54.35; H, 4.49; N. 32.06. C... Isolated yield 82.5%. The solvent is O1CCCC1 (tetrahydrofuran), O (water), C(C)(=O)OCC (ethyl acetate). Product: OCC(C)C1=CC=C(C=C1)N1C(C2=CC(=CC=C2C1)OC)=O (2-(4-(1-hydroxypropan-2-yl)phenyl)-6-methoxyisoindolin-1-one). Procedure details: A mixture of 2-(4-(6-methoxy-1-oxoisoindolin-2-yl)phenyl)propanoic acid (0.102 g, 0.33 mmol) and borane-tetrahydrofuran complex (0.83 mL, 1 M in tetrahydrofuran, 0.83 mmol) in tetrahydrofuran (2 mL) at 0° C. was stirred for 3 h. After this time, the reaction mixture was diluted with water (5 mL) and ethyl acetate (5 mL) and the mixture stirred vigorously for 18 h at room temperature. The aqueous layer was separated and extracted with ethyl acetate (25 mL), and the combined organic layers dried o... As a reaction SMILES: [CH3:1][O:2][C:3]1[CH:11]=[C:10]2[C:6]([CH2:7][N:8]([C:13]3[CH:18]=[CH:17][C:16]([CH:19]([CH3:23])[C:20](O)=[O:21])=[CH:15][CH:14]=3)[C:9]2=[O:12])=[CH:5][CH:4]=1.B.O1CCCC1>O1CCCC1.O.C(OCC)(=O)C>[OH:21][CH2:20][CH:19]([C:16]1[CH:15]=[CH:14][C:13]([N:8]2[CH2:7][C:6]3[C:10](=[CH:11][C:3]([O:2][CH3:1])=[CH:4][CH:5]=3)[C:9]2=[O:12])=[CH:18][CH:17]=1)[CH3:23] |f:1.2|. The reactants are COC1=CC=C2CN(C(C2=C1)=O)C1=CC=C(C=C1)C(C(=O)O)C (2-(4-(6-methoxy-1-oxoisoindolin-2-yl)phenyl)propanoic acid), B.O1CCCC1 (borane tetrahydrofuran). Reaction conditions: time 3 hour. Reactants: C(C)(C)(C)OC[C@@H](CCC[C@@H](CCCC(C)C)C)C ((2R,6R)-(+)-1-tert. butoxy-2,6,10-trimethylundecane), Br (HBr). Yields the product BrC[C@@H](CCC[C@@H](CCCC(C)C)C)C ((2R,6R)-(-)-1-bromo-2,6,10-trimethylundecane). As a reaction SMILES: C(O[CH2:6][C@H:7]([CH3:19])[CH2:8][CH2:9][CH2:10][C@H:11]([CH3:18])[CH2:12][CH2:13][CH2:14][CH:15]([CH3:17])[CH3:16])(C)(C)C.[BrH:20]>>[Br:20][CH2:6][C@H:7]([CH3:19])[CH2:8][CH2:9][CH2:10][C@H:11]([CH3:18])[CH2:12][CH2:13][CH2:14][CH:15]([CH3:17])[CH3:16]. Reported procedure: A mixture of 1 g. (3.7 mmoles) of (2R,6R)-(+)-1-tert. butoxy-2,6,10-trimethylundecane and 10 ml. of 48% aqueous HBr was stirred and heated at reflux for 5.75 hours. The resulting mixture was cooled and worked up by ether extraction in the manner of Example 1 giving 0.9 g. of crude product. This material was chromatographed on 30 g. of silica gel. Elution with 49:1 parts by volume hexane-ether gave the (2R,6R)-(-)-1-bromo-2,6,10-trimethylundecane which was evaporatively distilled yielding 0.748 g... Reactants: N1(NC(CC1)=O)C1=C(C=C(C(=O)O)C=C1)C(F)(F)F (4-(pyrazolidin-3-on-1-yl)-3-trifluoromethyl-benzoic acid), ClC1=CC2=C(NC(=N2)[C@H](C)N)C=C1 ((1S)-1-(5-chloro-1H-benzimidazol-2-yl)-ethylamine), CN(C)C(=[N+](C)C)ON1C2=C(C=CC=C2)N=N1.[B-](F)(F)(F)F (TBTU). Run in CN(C)C=O (DMF). Product: ClC1=CC2=C(NC(=N2)[C@H](C)NC(C2=CC(=C(C=C2)N2NC(CC2)=O)C(F)(F)F)=O)C=C1 (N-[(1S)-1-(5-chloro-1H-benzimidazol-2-yl)-ethyl]-4-(pyrazolidin-3-on-1-yl)-3-trifluoromethyl-benzamide). Reaction SMILES: [N:1]1([C:7]2[CH:15]=[CH:14][C:10]([C:11]([OH:13])=O)=[CH:9][C:8]=2[C:16]([F:19])([F:18])[F:17])[CH2:5][CH2:4][C:3](=[O:6])[NH:2]1.[Cl:20][C:21]1[CH:32]=[CH:31][C:24]2[NH:25][C:26]([C@@H:28]([NH2:30])[CH3:29])=[N:27][C:23]=2[CH:22]=1.CN(C(ON1N=NC2C=CC=CC1=2)=[N+](C)C)C.[B-](F)(F)(F)F>CN(C=O)C>[Cl:20][C:21]1[CH:32]=[CH:31][C:24]2[NH:25][C:26]([C@@H:28]([NH:30][C:11](=[O:13])[C:10]3[CH:14]=[CH:15][C:7]([N:1]4[CH2:5][CH2:4][C:3](=[O:6])[NH:2]4)=[C:8]([C:16]([F:19])([F:18])[F:17])[CH:9]=3)[CH3:29])=[N:27][C:23]=2[CH:22]=1 |f:2.3|. Reported procedure: Prepared analogously to Example 1f from the 4-(pyrazolidin-3-on-1-yl)-3-trifluoromethyl-benzoic acid and (1S)-1-(5-chloro-1H-benzimidazol-2-yl)-ethylamine with TBTU and TEA in DMF. Reactants: ClCCl, CC(=O)[O-], OCC(F)=CC(F)(F)F, [Na+], O=[Cr](=O)([O-])Cl, c1cc[nH+]cc1. The product is O=CC(F)=CC(F)(F)F. Reaction SMILES: [CH2:26]([Cl:27])[Cl:28].[CH3:11][C:12](=[O:13])[O-:14].[F:1][C:2]([CH2:3][OH:4])=[CH:5][C:6]([F:7])([F:8])[F:9].[Na+:10].[O:15]=[Cr:16]([Cl:17])([O-:18])=[O:19].[nH+:20]1[cH:21][cH:22][cH:23][cH:24][cH:25]1>>[F:1][C:2]([CH:3]=[O:4])=[CH:5][C:6]([F:7])([F:8])[F:9].